This data is from the Open Reaction Database (ORD), a public repository of structured organic reaction records. The task is: describe an organic reaction: reactants, conditions, products, and yield The reactants are O=C1OCC(Cc2ccccc2)N1C(=O)C1CCCOC1C=Cc1ccccc1, Cl, [Li+], [Na+], [Na+], [OH-], O, OO, O=S([O-])[O-]. Yields the product O=C(O)C1CCCOC1C=Cc1ccccc1. As a reaction SMILES: [CH2:1]([CH:2]1[CH2:3][O:4][C:5](=[O:6])[N:7]1[C:14](=[O:15])[CH:16]1[CH:17]([CH:22]=[CH:23][c:24]2[cH:25][cH:26][cH:27][cH:28][cH:29]2)[O:18][CH2:19][CH2:20][CH2:21]1)[c:8]1[cH:9][cH:10][cH:11][cH:12][cH:13]1.[ClH:40].[Li+:30].[Na+:38].[Na+:39].[OH-:31].[OH2:41].[OH:32][OH:33].[S:34](=[O:35])([O-:36])[O-:37]>>[C:14]([OH:15])([CH:16]1[CH:17]([CH:22]=[CH:23][c:24]2[cH:25][cH:26][cH:27][cH:28][cH:29]2)[O:18][CH2:19][CH2:20][CH2:21]1)=[O:35]. Starting materials: COC1=C(C=C2C\C(\C(C2=C1)=O)=C/C=1C=NC(=CC1)C(F)(F)F)N1CCOCC1 ((E)-6-methoxy-5-morpholino-2-((6-(trifluoromethyl)pyridin-3-yl)methylene)-2,3-dihydro-1H-inden-1-one). The reagents and catalysts are [Pd] (Pd/C). Solvent: CO (methanol). Reaction conditions: time 6 hour. The product is COC1=C(C=C2CC(C(C2=C1)=O)CC=1C=NC(=CC1)C(F)(F)F)N1CCOCC1 (6-methoxy-5-morpholino-2((6-(trifluoromethyl)pyrdin-3-yl)methyl)-2,3-dihydro-1H-inden-1-one). RXN SMILES: [CH3:1][O:2][C:3]1[CH:11]=[C:10]2[C:6]([CH2:7]/[C:8](=[CH:13]\[C:14]3[CH:15]=[N:16][C:17]([C:20]([F:23])([F:22])[F:21])=[CH:18][CH:19]=3)/[C:9]2=[O:12])=[CH:5][C:4]=1[N:24]1[CH2:29][CH2:28][O:27][CH2:26][CH2:25]1>CO.[Pd]>[CH3:1][O:2][C:3]1[CH:11]=[C:10]2[C:6]([CH2:7][CH:8]([CH2:13][C:14]3[CH:15]=[N:16][C:17]([C:20]([F:22])([F:23])[F:21])=[CH:18][CH:19]=3)[C:9]2=[O:12])=[CH:5][C:4]=1[N:24]1[CH2:25][CH2:26][O:27][CH2:28][CH2:29]1. Procedure details: Compound 70 (55 mg, 0.136 mmol) was dissolved in methanol 20 mL, Pd/C 35 mg added, and the reaction stirred under hydrogen balloon for 6 h. The reaction was filtered through celite bed and washed with excess methanol. The organic layer was concentrated to get the crude compound 71. The crude 71 was purified by flash chromatography using 100-200 mesh silica gel. The compound was eluted at 28% ethyl acetate in hexane as half white coloured solid compound 6-methoxy-5-morpholino-2-((6-(trifluorometh... Starting materials: ClC1=NC(=NC(=N1)OC)OC (2-chloro-4,6-dimethoxy-1,3,5-triazine), liquid, CN(C)C (trimethylamine). The solvent is CC(=O)C (acetone), O1CCCC1 (tetrahydrofuran). Reaction conditions: time 3 hour. The product is [Cl-].C[N+](C1=NC(=NC(=N1)OC)OC)(C)C (trimethyl(4,6-dimethoxy-1,3,5-triazin-2-yl)ammonium chloride). Reaction SMILES: [Cl:1][C:2]1[N:7]=[C:6]([O:8][CH3:9])[N:5]=[C:4]([O:10][CH3:11])[N:3]=1.[CH3:12][N:13]([CH3:15])[CH3:14]>CC(C)=O.O1CCCC1>[Cl-:1].[CH3:12][N+:13]([CH3:15])([CH3:14])[C:2]1[N:7]=[C:6]([O:8][CH3:9])[N:5]=[C:4]([O:10][CH3:11])[N:3]=1 |f:4.5|. Reported procedure: A solution of 25.0 g of the product from Example 1 in 340 ml dry acetone and 140 ml dry tetrahydrofuran was treated at 0° C. with 21.5 ml of liquid trimethylamine, added over a period of 10 minutes. The resulting thick white reaction mixture was stirred at room temperature for 3 hours. Filtration under nitrogen and drying in vacuo gave 30.4 g of trimethyl(4,6-dimethoxy-1,3,5-triazin-2-yl)ammonium chloride as a white powder, m.p. 130°-134° C. Reaction SMILES: [CH2:1]=O.[CH3:3][PH:4](=[O:6])[CH3:5].[N:7]1([C:13]([O:15][C:16]([CH3:19])([CH3:18])[CH3:17])=[O:14])[CH2:12][CH2:11][NH:10][CH2:9][CH2:8]1.N#N>C(O)C>[CH3:3][P:4]([CH2:1][N:10]1[CH2:11][CH2:12][N:7]([C:13]([O:15][C:16]([CH3:19])([CH3:18])[CH3:17])=[O:14])[CH2:8][CH2:9]1)([CH3:5])=[O:6]. Reactants: N#N (N2), C=O (Formaldehyde), CP(C)=O (Dimethylphosphane oxide), N1(CCNCC1)C(=O)OC(C)(C)C (tert-butyl piperazine-1-carboxylate). The yield is 13.8%. Reaction conditions: temperature 90 celsius, time 8 hour. Procedure: Formaldehyde (0.954 g, 31.8 mmole, 1.2 eq. 37% WT in water), Dimethylphosphane oxide (2.25 g, 28.8 mmole, 1.09 eq.) and tert-butyl piperazine-1-carboxylate (14.93 g, 26.5 mmole, 1.0 eq.) were dissolved in 20 mL of anhydrous ethyl alcohol. The reaction mixture was sealed in a seal-tube with N2 atmosphere and stirred at 90 Celsius overnight. The reaction mixture was then cooled to room temperature and rotaevaporate to remove volatile components. The light yellow thick oil obtained was purified via... Yields the product CP(=O)(C)CN1CCN(CC1)C(=O)OC(C)(C)C (tert-butyl 4-[(dimethylphosphoryl)methyl]piperazine-1-carboxylate). The solvent is C(C)O (ethyl alcohol). The reactants are O=C1CCC(=O)N1Br, CC(=O)O, CC(C)(C)OC(=O)N1CCc2ccoc2CC1, ClC(Cl)Cl, [Na+], O=C([O-])O. The product is CC(C)(C)OC(=O)N1CCc2cc(Br)oc2CC1. As a reaction SMILES: [Br:22][N:23]1[C:24](=[O:25])[CH2:26][CH2:27][C:28]1=[O:29].[C:18]([OH:19])(=[O:20])[CH3:21].[C:1]([CH3:2])([CH3:3])([CH3:4])[O:5][C:6](=[O:7])[N:8]1[CH2:9][CH2:10][c:11]2[c:12]([cH:15][cH:16][o:17]2)[CH2:13][CH2:14]1.[Cl:35][CH:36]([Cl:37])[Cl:38].[Na+:34].[O-:30][C:31]([OH:32])=[O:33]>>[C:1]([CH3:2])([CH3:3])([CH3:4])[O:5][C:6](=[O:7])[N:8]1[CH2:9][CH2:10][c:11]2[c:12]([cH:15][c:16]([Br:22])[o:17]2)[CH2:13][CH2:14]1. Reactants: O=S1(=O)N(CCCBr)c2ccccc2N1c1ccccc1F, O=C([O-])[O-], [K+], [K+], CC(C)(C)OC(=O)NC1CCNCC1, CN(C)C=O, O. The product is CC(C)(C)OC(=O)NC1CCN(CCCN2c3ccccc3N(c3ccccc3F)S2(=O)=O)CC1. RXN SMILES: [Br:1][CH2:2][CH2:3][CH2:4][N:5]1[S:6](=[O:21])(=[O:22])[N:7]([c:14]2[c:15]([F:20])[cH:16][cH:17][cH:18][cH:19]2)[c:8]2[c:9]1[cH:10][cH:11][cH:12][cH:13]2.[C:23](=[O:24])([O-:25])[O-:26].[K+:27].[K+:28].[NH:29]1[CH2:30][CH2:31][CH:32]([NH:35][C:36]([O:37][C:38]([CH3:39])([CH3:40])[CH3:41])=[O:42])[CH2:33][CH2:34]1.[O:43]=[CH:44][N:45]([CH3:46])[CH3:47].[OH2:48]>>[CH2:2]([CH2:3][CH2:4][N:5]1[S:6](=[O:21])(=[O:22])[N:7]([c:14]2[c:15]([F:20])[cH:16][cH:17][cH:18][cH:19]2)[c:8]2[c:9]1[cH:10][cH:11][cH:12][cH:13]2)[N:29]1[CH2:30][CH2:31][CH:32]([NH:35][C:36]([O:37][C:38]([CH3:39])([CH3:40])[CH3:41])=[O:42])[CH2:33][CH2:34]1. Isolated yield 24.3%. The product is NC=1SC=C(N1)C(C(=O)NC1[C@@H]2N(C(=CCS2)C(=O)O)C1=O)=NOCCCCCC (7-[2-(2-aminothiazol-4-yl)-2-n-hexyloxyiminoacetamido]-3-cephem-4-carboxylic acid). Reactants: NC=1SC=C(N1)C(C(=O)O)=NOCCCCCC (2-(2-Aminothiazol-4-yl)-2-n-hexyloxyiminoacetic acid), P(=O)(Cl)(Cl)Cl (phosphoryl chloride), C[Si](C)(C)CC(=O)N (trimethylsilylacetamide), NC1[C@@H]2N(C(=CCS2)C(=O)O)C1=O (7-amino-3-cephem-4-carboxylic acid). Reported procedure: 2-(2-Aminothiazol-4-yl)-2-n-hexyloxyiminoacetic acid (syn isomer, 3 g.), water (0.15 g.), phosphoryl chloride (3.8 g,), trimethylsilylacetamide (10.7 g.), N,N-dimethylformamide (1.0 g.), tetrahydrofuran (50 ml.) and 7-amino-3-cephem-4-carboxylic acid (2.0 g.) were treated in a similar manner to that of Example 18 to give 7-[2-(2-aminothiazol-4-yl)-2-n-hexyloxyiminoacetamido]-3-cephem-4-carboxylic acid (syn isomer, 1.1 g.). The solvent is O1CCCC1 (tetrahydrofuran), CN(C=O)C (N,N-dimethylformamide), O (water). As a reaction SMILES: [NH2:1][C:2]1[S:3][CH:4]=[C:5]([C:7](=[N:11][O:12][CH2:13][CH2:14][CH2:15][CH2:16][CH2:17][CH3:18])[C:8]([OH:10])=O)[N:6]=1.P(Cl)(Cl)(Cl)=O.C[Si](CC(N)=O)(C)C.[NH2:32][CH:33]1[C:43](=[O:44])[N:35]2[C:36]([C:40]([OH:42])=[O:41])=[CH:37][CH2:38][S:39][C@H:34]12>O1CCCC1.CN(C)C=O.O>[NH2:1][C:2]1[S:3][CH:4]=[C:5]([C:7](=[N:11][O:12][CH2:13][CH2:14][CH2:15][CH2:16][CH2:17][CH3:18])[C:8]([NH:32][CH:33]2[C:43](=[O:44])[N:35]3[C:36]([C:40]([OH:42])=[O:41])=[CH:37][CH2:38][S:39][C@H:34]23)=[O:10])[N:6]=1.